From a dataset of the Open Reaction Database (ORD), a public repository of structured organic reaction records. describe an organic reaction: reactants, conditions, products, and yield Reported procedure: 3-(2-(5,6-dimethoxy-3-methyl-1,4-benzoquinon-2-ylmethyl)phenyl]propionic acid (25 mg, 0.070 mmol) obtained in Example 69 and morpholine (0.009 ml, 0.11 mmol) were used, and a method similar to that described in Example 46 was employed to obtain the title compound (10 mg, 0.024 mmol, yield 34%). Yields the product COC=1C(C(=C(C(C1OC)=O)CC1=C(C=CC=C1)CCC(=O)N1CCOCC1)C)=O (N-[3-[2-(5,6-dimethoxy-3-methyl-1,4-benzoquinon-2-ylmethyl)phenyl]propionyl]morpholine). Starting materials: COC=1C(C(=C(C(C1OC)=O)CC1=C(C=CC=C1)CCC(=O)O)C)=O (3-[2-(5,6-dimethoxy-3-methyl-1,4-benzoquinon-2-ylmethyl)phenyl]propionic Acid), N1CCOCC1 (morpholine). Isolated yield 34.3%. As a reaction SMILES: [CH3:1][O:2][C:3]1[C:4](=[O:25])[C:5]([CH3:24])=[C:6]([CH2:12][C:13]2[CH:18]=[CH:17][CH:16]=[CH:15][C:14]=2[CH2:19][CH2:20][C:21]([OH:23])=O)[C:7](=[O:11])[C:8]=1[O:9][CH3:10].[NH:26]1[CH2:31][CH2:30][O:29][CH2:28][CH2:27]1>>[CH3:1][O:2][C:3]1[C:4](=[O:25])[C:5]([CH3:24])=[C:6]([CH2:12][C:13]2[CH:18]=[CH:17][CH:16]=[CH:15][C:14]=2[CH2:19][CH2:20][C:21]([N:26]2[CH2:31][CH2:30][O:29][CH2:28][CH2:27]2)=[O:23])[C:7](=[O:11])[C:8]=1[O:9][CH3:10]. The reactants are ClC=1C=C(C=C(C1)Cl)SC1=C(N=C(N1)C)C(C)C (5-(3,5-dichlorophenylthio)-4-isopropyl-2-methyl-1H-imidazole), [H-].[Na+] (sodium hydride), CI (methyl iodide). The solvent is CN(C=O)C (N,N-dimethylformamide), ice water. Conditions: time 5 minute. Yields the product ClC=1C=C(C=C(C1)Cl)SC1=C(N=C(N1C)C)C(C)C (5-(3,5-dichlorophenylthio)-1,2-dimethyl-4-isopropyl-1H-imidazole). Yield: 76.4%. RXN SMILES: [Cl:1][C:2]1[CH:3]=[C:4]([S:9][C:10]2[NH:14][C:13]([CH3:15])=[N:12][C:11]=2[CH:16]([CH3:18])[CH3:17])[CH:5]=[C:6]([Cl:8])[CH:7]=1.[H-].[Na+].[CH3:21]I>CN(C)C=O>[Cl:8][C:6]1[CH:5]=[C:4]([S:9][C:10]2[N:14]([CH3:21])[C:13]([CH3:15])=[N:12][C:11]=2[CH:16]([CH3:18])[CH3:17])[CH:3]=[C:2]([Cl:1])[CH:7]=1 |f:1.2|. Procedure details: In dry N,N-dimethylformamide (8 ml) was dissolved 400 mg (1.3 mmol) of 5-(3,5-dichlorophenylthio)-4-isopropyl-2-methyl-1H-imidazole (5a), followed by addition of 80 mg (2.0 mmol) of sodium hydride under ice-cooling. After 5 minutes, 245 mg (1.73 mmol) of methyl iodide was added. After 30 minutes, the reaction mixture was poured in ice-water and extracted with diethyl ether. The extract was washed with water, dried over sodium sulfate, filtered, and concentrated under reduced pressure. The residu... RXN SMILES: [CH2:16]1[CH2:17][NH:18]1.[CH3:19][OH:20].[CH3:1][C:2]1=[CH:3][C:4](=[O:15])[c:5]2[c:6]([n:7]3[c:8]([n:9]2)[CH2:10][CH2:11][CH2:12]3)[C:13]1=[O:14]>>[CH3:1][C:2]1=[C:3]([N:18]2[CH2:16][CH2:17]2)[C:4](=[O:15])[c:5]2[c:6]([n:7]3[c:8]([n:9]2)[CH2:10][CH2:11][CH2:12]3)[C:13]1=[O:14]. Reactants: C1CN1, CO, CC1=CC(=O)c2nc3n(c2C1=O)CCC3. Yields the product CC1=C(N2CC2)C(=O)c2nc3n(c2C1=O)CCC3. The reactants are C[Si](C)(C)[N-][Si](C)(C)C.[K+] (Potassium bis(trimethylsilyl)amide), CC1(OC(CC1=O)C)C(=O)OC(C)(C)C (2,5-Dimethyl-3-oxo-2-tetrahydrofuroic acid, t-butyl ester), COC(=O)CP(=O)(OC)OC (trimethyl phosphonoacetate). The solvent is CO (methanol). Run at temperature -78 celsius, time 15 minute. The product is CC1(OC(CC1CC(=O)OC)C)C(=O)O (2,5-Dimethyl-3-methoxycarbonylmethyl-2-tetrahydrofuroic Acid). Isolated yield 48.0%. RXN SMILES: [CH3:1][C:2]1([C:9]([O:11]C(C)(C)C)=[O:10])[C:6](=O)[CH2:5][CH:4]([CH3:8])[O:3]1.C[Si]([N-][Si](C)(C)C)(C)C.[K+].[CH3:26][O:27][C:28]([CH2:30]P(OC)(OC)=O)=[O:29]>CO>[CH3:1][C:2]1([C:9]([OH:11])=[O:10])[CH:6]([CH2:30][C:28]([O:27][CH3:26])=[O:29])[CH2:5][CH:4]([CH3:8])[O:3]1 |f:1.2|. Reported procedure: 2,5-Dimethyl-3-oxo-2-tetrahydrofuroic acid, t-butyl ester (64 mg, from Reference Example 23, Step D) was dissolved in anhydrous methanol (1 mL) and cooled to −78° C. Potassium bis(trimethylsilyl)amide 0.66 mL) was added dropwise over 10 minutes. After being stirred at 78° C. for 15 minutes, trimethyl phosphonoacetate (65 mg, dissolved in 1.5 mL tetrahydrofuran) was added dropwise over 25 minutes. Upon completion of addition, the cold bath was removed and the mixture was allowed to stir at room t... Isolated yield 74.6%. RXN SMILES: C(OC(=O)[NH:7][CH:8]([CH2:24][N:25]1[CH2:30][CH2:29][O:28][CH2:27][CH2:26]1)[CH2:9][C:10]1[CH:15]=[CH:14][C:13]([O:16][CH2:17][C:18]2[CH:23]=[CH:22][CH:21]=[CH:20][CH:19]=2)=[CH:12][CH:11]=1)(C)(C)C.FC(F)(F)C(O)=O>ClCCl>[CH2:17]([O:16][C:13]1[CH:14]=[CH:15][C:10]([CH2:9][C@H:8]([NH2:7])[CH2:24][N:25]2[CH2:30][CH2:29][O:28][CH2:27][CH2:26]2)=[CH:11][CH:12]=1)[C:18]1[CH:19]=[CH:20][CH:21]=[CH:22][CH:23]=1. Yields the product C(C1=CC=CC=C1)OC1=CC=C(C=C1)C[C@@H](CN1CCOCC1)N ((S)-2-(4-benzyloxy-phenyl)-1-morpholin-4-ylmethyl-ethylamine). Reactants: C(C)(C)(C)OC(NC(CC1=CC=C(C=C1)OCC1=CC=CC=C1)CN1CCOCC1)=O ([2-(4-benzyloxy-phenyl)-1-morpholin-4-ylmethyl-ethyl]-carbamic acid tert-butyl ester), FC(C(=O)O)(F)F (2,2,2-triflouroacetic acid). Reaction conditions: temperature 25 celsius, time 16 hour. Run in ClCCl (dichloromethane). Procedure details: A solution of 1.41 g (3.3 mmol) [2-(4-benzyloxy-phenyl)-1-morpholin-4-ylmethyl-ethyl]-carbamic acid tert-butyl ester in 5 mL dichloromethane was treated with 1.5 mL 2,2,2-triflouroacetic acid and the resulting solution stirred 16 hours at 25° C. The mixture was concentrated at reduced pressure to a viscous amber oil to which was added 50 mL saturated aqueous sodium bicarbonate solution and the resulting mixture extracted with three 50 mL portions of ethyl acetate. The combined extracts were wash... The reactants are ClC1=C(C=C(C=C1)CO)N1C(C=C(C=C1C)O)=O (1-[2-chloro-5-(hydroxymethyl)phenyl]-4-hydroxy-6-methylpyridin-2(1H)-one), C(=O)(O)[O-].[Na+] (NaHCO3), FC1=C(CBr)C=CC(=C1)F (2,4-Difluorobenzyl bromide), C(=O)([O-])[O-].[K+].[K+] (K2CO3). Solvent: CN(C)C=O (DMF), C(C)#N.O (acetonitrile water). Reaction conditions: temperature 0 celsius, time 6 hour. Product: ClC1=C(C=C(C=C1)CO)N1C(C=C(C=C1C)OCC1=C(C=C(C=C1)F)F)=O (1-[2-chloro-5-(hydroxymethyl)phenyl]-4-[(2,4-difluorobenzyl)oxy]-6-methylpyridin-2(1H)-one). Reaction SMILES: [Cl:1][C:2]1[CH:7]=[CH:6][C:5]([CH2:8][OH:9])=[CH:4][C:3]=1[N:10]1[C:15]([CH3:16])=[CH:14][C:13]([OH:17])=[CH:12][C:11]1=[O:18].[F:19][C:20]1[CH:27]=[C:26]([F:28])[CH:25]=[CH:24][C:21]=1[CH2:22]Br.C([O-])([O-])=O.[K+].[K+].C([O-])(O)=O.[Na+]>CN(C=O)C.C(#N)C.O>[Cl:1][C:2]1[CH:7]=[CH:6][C:5]([CH2:8][OH:9])=[CH:4][C:3]=1[N:10]1[C:15]([CH3:16])=[CH:14][C:13]([O:17][CH2:22][C:21]2[CH:24]=[CH:25][C:26]([F:28])=[CH:27][C:20]=2[F:19])=[CH:12][C:11]1=[O:18] |f:2.3.4,5.6,8.9|. Reported procedure: 1-[2-chloro-5-(hydroxymethyl)phenyl]-4-hydroxy-6-methylpyridin-2(1H)-one (from step 2) (3.5 g, 13.2 mmol) was taken up in DMF (10 ml) and cooled to 0° C. 2,4-Difluorobenzyl bromide (1.7 ml, 13.2 mmol) and K2CO3 (1.8 g, 13.2 mmol) were added and the reaction stirred for 6 hours. The reaction was worked up by adding saturated NaHCO3 (aq.) and extracting with ethyl acetate. The ethyl acetate extraction was washed with water, and the aqueous layer was extracted with ethyl acetate. The organic layers... The reactants are CC(CCNC(=O)C=1N=NC(=CC1)Cl)C (6-chloropyridazine-3-carboxylic acid (3-methylbutyl)amide), N1(CCNCC1)C(=O)C1=C(C=C(C=C1)F)C(F)(F)F (piperazin-1-yl-(4-fluoro-2-trifluoromethylphenyl)methanone). Yields the product CC(CCNC(=O)C=1N=NC(=CC1)N1CCN(CC1)C(C1=C(C=C(C=C1)F)C(F)(F)F)=O)C (6-[4-(4-FLUORO-2-TRIFLUOROMETHYLBENZOYL)PIPERAZIN-1-YL]PYRIDAZINE-3-CARBOXYLIC ACID (3-METHYLBUTYL)AMIDE), powder. Isolated yield 63.8%. As a reaction SMILES: [CH3:1][CH:2]([CH3:15])[CH2:3][CH2:4][NH:5][C:6]([C:8]1[N:9]=[N:10][C:11](Cl)=[CH:12][CH:13]=1)=[O:7].[N:16]1([C:22]([C:24]2[CH:29]=[CH:28][C:27]([F:30])=[CH:26][C:25]=2[C:31]([F:34])([F:33])[F:32])=[O:23])[CH2:21][CH2:20][NH:19][CH2:18][CH2:17]1>>[CH3:1][CH:2]([CH3:15])[CH2:3][CH2:4][NH:5][C:6]([C:8]1[N:9]=[N:10][C:11]([N:19]2[CH2:20][CH2:21][N:16]([C:22](=[O:23])[C:24]3[CH:29]=[CH:28][C:27]([F:30])=[CH:26][C:25]=3[C:31]([F:34])([F:33])[F:32])[CH2:17][CH2:18]2)=[CH:12][CH:13]=1)=[O:7]. Procedure details: Following the procedure of Example 15, making variations only as required to use 6-chloropyridazine-3-carboxylic acid (3-methylbutyl)amide in place of 6-chloropyridazine-3-carboxylic acid (2-cyclopropyl-2-hydroxyethyl)amide to react with piperazin-1-yl-(4-fluoro-2-trifluoromethylphenyl)methanone, the title compound was obtained as a white powder (63.8% yield). 1H NMR (400 MHz, CDCl3) δ 8.08, 7.85, 7.48-7.46, 7.41-7.32, 7.02, 4.08-4.05, 3.95-3.88, 3.80-3.68, 3.52-3.45, 3.35, 1.73-1.68, 1.51, 0.94... The reactants are crude product, CC=1C=C(C=C(C1)C)C[C@H](C(=O)N1CCC(CC1)C1CCN(CC1)C(=O)OC(C)(C)C)OC(=O)N1CCC(CC1)N1C(NC2=C(CC1)C=CC=C2)=O (tert-butyl 1′-{(R)-3-(3,5-dimethyl-phenyl)-2-[4-(2-oxo-1,2,4,5-tetrahydro-1,3-benzodiazepin-3-yl)-piperidine-1-carbonyloxy]-propionyl}-4,4′-bipiperidinyl-1-carboxylate), C(=O)([O-])[O-].[K+].[K+] (K2CO3). Solvent: CN(C)C=O (DMF), Cl (HCl). The product is O=C1NC2=C(CCN1C1CCN(CC1)C(=O)O[C@@H](C(=O)N1CCC(CC1)C1CCNCC1)CC1=CC(=CC(=C1)C)C)C=CC=C2 ((R)-2-[4,4′]bipiperidinyl-1-yl-1-(3,5-dimethyl-benzyl)-2-oxo-ethyl 4-(2-oxo-1,2,4,5-tetrahydro-1,3-benzodiazepin-3-yl)-piperidine-1-carboxylate). Reaction SMILES: [CH3:1][C:2]1[CH:3]=[C:4]([CH2:9][C@@H:10]([O:32][C:33]([N:35]2[CH2:40][CH2:39][CH:38]([N:41]3[CH2:47][CH2:46][C:45]4[CH:48]=[CH:49][CH:50]=[CH:51][C:44]=4[NH:43][C:42]3=[O:52])[CH2:37][CH2:36]2)=[O:34])[C:11]([N:13]2[CH2:18][CH2:17][CH:16]([CH:19]3[CH2:24][CH2:23][N:22](C(OC(C)(C)C)=O)[CH2:21][CH2:20]3)[CH2:15][CH2:14]2)=[O:12])[CH:5]=[C:6]([CH3:8])[CH:7]=1.C([O-])([O-])=O.[K+].[K+]>Cl.CN(C=O)C>[O:52]=[C:42]1[N:41]([CH:38]2[CH2:37][CH2:36][N:35]([C:33]([O:32][C@H:10]([CH2:9][C:4]3[CH:5]=[C:6]([CH3:8])[CH:7]=[C:2]([CH3:1])[CH:3]=3)[C:11]([N:13]3[CH2:14][CH2:15][CH:16]([CH:19]4[CH2:20][CH2:21][NH:22][CH2:23][CH2:24]4)[CH2:17][CH2:18]3)=[O:12])=[O:34])[CH2:40][CH2:39]2)[CH2:47][CH2:46][C:45]2[CH:48]=[CH:49][CH:50]=[CH:51][C:44]=2[NH:43]1 |f:1.2.3|. Reported procedure: A solution of 101 mg (0.14 mmol) tert-butyl 1′-{(R)-3-(3,5-dimethyl-phenyl)-2-[4-(2-oxo-1,2,4,5-tetrahydro-1,3-benzodiazepin-3-yl)-piperidine-1-carbonyloxy]-propionyl}-4,4′-bipiperidinyl-1-carboxylate (Example 43) in 10 mL 2 M HCl was stirred overnight at RT. The reaction mixture was lyophilised. The crude product was taken up in 1 mL DMF, made alkaline with 0.6 mL saturated K2CO3 solution and purified chromatographically by HPLC. Starting materials: C(C)(C)(C)C1=CC=C(COC2=CC=C(C=O)C=C2)C=C1 (4-[(4-t-butyl)benzyloxy]benzaldehyde), S1C(=S)NC(=O)C1 (rhodanine), C(C)(=O)[O-].[Na+] (sodium acetate). The solvent is C(C)(=O)O (acetic acid). Product: C(C)(C)(C)C1=CC=C(C=C1)COC1=CC=C(C=C1)C=C1C(NC(S1)=S)=O (5-[[4-[[4-(t-butyl)phenyl]methoxy]phenyl]methylene]-2-thioxo-4-thiazolidinone). RXN SMILES: [C:1]([C:5]1[CH:20]=[CH:19][C:8]([CH2:9][O:10][C:11]2[CH:18]=[CH:17][C:14]([CH:15]=O)=[CH:13][CH:12]=2)=[CH:7][CH:6]=1)([CH3:4])([CH3:3])[CH3:2].[S:21]1[CH2:27][C:25](=[O:26])[NH:24][C:22]1=[S:23].C([O-])(=O)C.[Na+]>C(O)(=O)C>[C:1]([C:5]1[CH:20]=[CH:19][C:8]([CH2:9][O:10][C:11]2[CH:18]=[CH:17][C:14]([CH:15]=[C:27]3[S:21][C:22](=[S:23])[NH:24][C:25]3=[O:26])=[CH:13][CH:12]=2)=[CH:7][CH:6]=1)([CH3:4])([CH3:3])[CH3:2] |f:2.3|. Reported procedure: The 4-[(4-t-butyl)benzyloxy]benzaldehyde (2.6 g, 9 mmol) was then coupled with rhodanine (1.4 g, 10.5 mmol) by adding the reactants to sodium acetate (2.9 g, 36 mmol) and acetic acid. The reaction mixture was then heated to reflux and refluxed overnight. The reactants are C1(=CC=CC=C1O)C (o-cresol), CO (methanol), [O-2].[Ba+2] (barium oxide), [Ge]=O (germanium oxide). Reagents/catalysts: [O-2].[Fe+2] (iron oxide), [O-2].[Cr+3].[O-2].[O-2].[Cr+3] (chromium oxide). Solvent: O (water). The product is C=1(C(=CC=CC1C)C)O (2,6-xylenol). Reaction SMILES: [C:1]1([CH3:8])[C:6]([OH:7])=[CH:5][CH:4]=[CH:3][CH:2]=1.[CH3:9]O.[Ge]=O.[O-2].[Ba+2]>[O-2].[Fe+2].[O-2].[Cr+3].[O-2].[O-2].[Cr+3].O>[C:6]1([OH:7])[C:5]([CH3:9])=[CH:4][CH:3]=[CH:2][C:1]=1[CH3:8] |f:3.4,5.6,7.8.9.10.11,^3:10|. Reported procedure: o-cresol, methanol and water in a ratio of 1:2.5:2.5 were reacted in the same way as described in Example 1. The catalyst considered iron oxide, germanium oxide, chromium oxide and barium oxide in a ratio of 100:2:10:1. After working up, 2,6-xylenol was obtained with a selectivity of 99.2%.